This data is from the Open Reaction Database (ORD), a public repository of structured organic reaction records. The task is: describe an organic reaction: reactants, conditions, products, and yield The reactants are CC1(C(CC1=O)=O)C1=CC=C(C=C1)C (2-methyl-2-p-tolyl-cyclobutane-1,3-dione), C(C1=CC=CC=C1)=O (benzaldehyde), CC(CC1=CNC2=CC(=CC=C12)C)(C)NC(C)=O (N-[1,1-dimethyl-2-(6-methyl-1H-indol-3-yl)-ethyl]-acetamide). Yields the product OC1=C(C(C1(C1=CC=C(C=C1)C)C)=O)C(C=1NC2=CC(=CC=C2C1CC(C)(C)NC(C)=O)C)C1=CC=CC=C1 (N-(2-{2-[(2-hydroxy-3-methyl-4-oxo-3-p-tolyl-cyclobut-1-enyl)-phenyl-methyl]-6-methyl-1H-indol-3-yl}-1,1-dimethyl-ethyl)-acetamide). RXN SMILES: [CH3:1][C:2]1([C:8]2[CH:13]=[CH:12][C:11]([CH3:14])=[CH:10][CH:9]=2)[C:5](=[O:6])[CH2:4][C:3]1=[O:7].[CH:15](=O)[C:16]1[CH:21]=[CH:20][CH:19]=[CH:18][CH:17]=1.[CH3:23][C:24]([NH:37][C:38](=[O:40])[CH3:39])([CH3:36])[CH2:25][C:26]1[C:34]2[C:29](=[CH:30][C:31]([CH3:35])=[CH:32][CH:33]=2)[NH:28][CH:27]=1>>[OH:7][C:3]1[C:2]([CH3:1])([C:8]2[CH:13]=[CH:12][C:11]([CH3:14])=[CH:10][CH:9]=2)[C:5](=[O:6])[C:4]=1[CH:15]([C:16]1[CH:21]=[CH:20][CH:19]=[CH:18][CH:17]=1)[C:27]1[NH:28][C:29]2[C:34]([C:26]=1[CH2:25][C:24]([NH:37][C:38](=[O:40])[CH3:39])([CH3:23])[CH3:36])=[CH:33][CH:32]=[C:31]([CH3:35])[CH:30]=2. Procedure details: Using general procedure C, 2-methyl-2-p-tolyl-cyclobutane-1,3-dione was reacted with benzaldehyde and N-[1,1-dimethyl-2-(6-methyl-1H-indol-3-yl)-ethyl]-acetamide (from Example 1.2) to give N-(2-{2-[(2-hydroxy-3-methyl-4-oxo-3-p-tolyl-cyclobut-1-enyl)-phenyl-methyl]-6-methyl-1H-indol-3-yl}-1,1-dimethyl-ethyl)-acetamide as a pale yellow solid. MS: 519.5 ([M−H]−). Starting materials: C([O-])([O-])=O.[K+].[K+] (Potassium carbonate), ClC=1C=C(C(=O)O)C=C(C1F)Cl (3,5-dichloro-4-fluorobenzoic acid), C(C)I (ethyl iodide). Run in CN(C=O)C (dimethylformamide). Run at temperature 80 celsius. Product: ClC=1C=C(C(=O)OCC)C=C(C1F)Cl (ethyl 3,5-dichloro-4-fluorobenzoate). RXN SMILES: C(=O)([O-])[O-].[K+].[K+].[Cl:7][C:8]1[CH:9]=[C:10]([CH:14]=[C:15]([Cl:18])[C:16]=1[F:17])[C:11]([OH:13])=[O:12].[CH2:19](I)[CH3:20]>CN(C)C=O>[Cl:7][C:8]1[CH:9]=[C:10]([CH:14]=[C:15]([Cl:18])[C:16]=1[F:17])[C:11]([O:13][CH2:19][CH3:20])=[O:12] |f:0.1.2|. Procedure: Potassium carbonate (36 g, 0.26 mol) was added to a stirred mixture of 3,5-dichloro-4-fluorobenzoic acid (27.6 g, 0.13 mol), ethyl iodide (41.2 g- 0.26 moles) and dry dimethylformamide (300 ml) under nitrogen. The reaction was heated to 80° C. for 6 hours. The dimethylformamide was removed in vacuo and the residue treated with water (200 ml) acidified with dilute hydrochloric acid and extracted with ethylacetate (2×250 ml). The organic layer was washed with water, dried over magnesium sulphate a... Yields the product O=c1cc(CSc2ccc(F)cc2)[nH]c(=O)[nH]1. Reaction SMILES: [CH2:1]1[CH2:2][CH2:3][C:4]2=[N:9][CH2:8][CH2:7][CH2:6][N:5]2[CH2:10][CH2:11]1.[Cl:20][CH2:21][c:22]1[cH:23][c:24](=[O:29])[nH:25][c:26](=[O:28])[nH:27]1.[F:12][c:13]1[cH:14][cH:15][c:16]([SH:19])[cH:17][cH:18]1.[O:30]=[CH:31][N:32]([CH3:33])[CH3:34]>>[F:12][c:13]1[cH:14][cH:15][c:16]([S:19][CH2:21][c:22]2[cH:23][c:24](=[O:29])[nH:25][c:26](=[O:28])[nH:27]2)[cH:17][cH:18]1. Reactants: C1CCC2=NCCCN2CC1, O=c1cc(CCl)[nH]c(=O)[nH]1, Fc1ccc(S)cc1, CN(C)C=O. Starting materials: CCN=C=NCCCN(C)C, CCN(C(C)C)C(C)C, Cl, Cl, Cl, Fc1ccc(NC2CCNCC2)c(C(F)(F)F)c1, CN(C)C=O, O, On1nnc2ccccc21, O=C(O)CNC(=O)c1cc(-c2ccccc2)[nH]n1. The product is O=C(NCC(=O)N1CCC(Nc2ccc(F)cc2C(F)(F)F)CC1)c1cc(-c2ccccc2)[nH]n1. As a reaction SMILES: [CH3:38][CH2:39][N:40]=[C:41]=[N:42][CH2:43][CH2:44][CH2:45][N:46]([CH3:47])[CH3:48].[CH:1]([N:2]([CH2:3][CH3:4])[CH:5]([CH3:6])[CH3:7])([CH3:8])[CH3:9].[ClH:49].[ClH:50].[ClH:51].[F:52][c:53]1[cH:54][c:55]([C:66]([F:67])([F:68])[F:69])[c:56]([NH:59][CH:60]2[CH2:61][CH2:62][NH:63][CH2:64][CH2:65]2)[cH:57][cH:58]1.[O:70]=[CH:71][N:72]([CH3:73])[CH3:74].[OH2:75].[OH:28][n:29]1[c:30]2[c:31]([cH:32][cH:33][cH:34][cH:35]2)[n:36][n:37]1.[c:10]1(-[c:16]2[cH:17][c:18]([C:21](=[O:22])[NH:23][CH2:24][C:25](=[O:26])[OH:27])[n:19][nH:20]2)[cH:11][cH:12][cH:13][cH:14][cH:15]1>>[c:10]1(-[c:16]2[cH:17][c:18]([C:21](=[O:22])[NH:23][CH2:24][C:25](=[O:27])[N:63]3[CH2:62][CH2:61][CH:60]([NH:59][c:56]4[c:55]([C:66]([F:67])([F:68])[F:69])[cH:54][c:53]([F:52])[cH:58][cH:57]4)[CH2:65][CH2:64]3)[n:19][nH:20]2)[cH:11][cH:12][cH:13][cH:14][cH:15]1. Reported procedure: Using a similar method to that described in Example 93, step 1, (3R)-1-(tert-butoxycarbonyl)-3-[(methanesulfonyloxy)methyl]pyrrolidine (1.5000 g, 5.37 mmol) was reacted with 4-fluorobenzyl mercaptan (1.5511 g, 10.91 mmol) and potassium carbonate (1.1132 g, 8.05 mmol) in DMF (30 ml) at room temperature for 24 h to give 1.7507 g (100%) of the title compound as a colourless oil. δH (360 MHz, CDCl3) 1.45 (9H, s), 1.60 (1H, m), 2.00 (1H, m), 2.44 (2H, m), 2.97 (1H, m), 3.28 (1H, m), 3.46 (2H, m), 3.6... As a reaction SMILES: [C:1]([O:5][C:6]([N:8]1[CH2:12][CH2:11][C@@H:10]([CH2:13]OS(C)(=O)=O)[CH2:9]1)=[O:7])([CH3:4])([CH3:3])[CH3:2].[F:19][C:20]1[CH:27]=[CH:26][C:23]([CH2:24][SH:25])=[CH:22][CH:21]=1.C(=O)([O-])[O-].[K+].[K+]>CN(C=O)C>[C:1]([O:5][C:6]([N:8]1[CH2:12][CH2:11][C@@H:10]([CH2:13][S:25][CH2:24][C:23]2[CH:26]=[CH:27][C:20]([F:19])=[CH:21][CH:22]=2)[CH2:9]1)=[O:7])([CH3:2])([CH3:3])[CH3:4] |f:2.3.4|. Run in CN(C)C=O (DMF). Yield: 100.2%. Product: C(C)(C)(C)OC(=O)N1C[C@@H](CC1)CSCC1=CC=C(C=C1)F ((3R)-1-(tert-Butoxycarbonyl)-3-[(4-fluorobenzylthio)methyl]pyrrolidine). The reactants are FC1=CC=C(CS)C=C1 (4-fluorobenzyl mercaptan), C([O-])([O-])=O.[K+].[K+] (potassium carbonate), C(C)(C)(C)OC(=O)N1C[C@@H](CC1)COS(=O)(=O)C ((3R)-1-(tert-butoxycarbonyl)-3-[(methanesulfonyloxy)methyl]pyrrolidine). The reactants are P(=O)(Cl)(Cl)Cl (Phosphorus oxychloride), CN(C=O)C (dimethylformamide), CC=1SC(=CC1)C (2,5-dimethylthiophene). Solvent: O (water). Conditions: temperature 100 celsius, time 15 hour. Yields the product CC=1SC(=CC1C=O)C (2,5-dimethyl-3-thiophenecarbaldehyde). Yield: 10.1%. Reaction SMILES: P(Cl)(Cl)(Cl)=O.CN(C)[CH:8]=[O:9].[CH3:11][C:12]1[S:13][C:14]([CH3:17])=[CH:15][CH:16]=1>O>[CH3:11][C:12]1[S:13][C:14]([CH3:17])=[CH:15][C:16]=1[CH:8]=[O:9]. Reported procedure: Phosphorus oxychloride (10 ml) was slowly added dropwise to dimethylformamide (30 g) under ice-cooling, and 2,5-dimethylthiophene (11.2 g) was added. The mixture was stirred at 100° C. for 15 hours, poured into water and extracted with ethyl acetate. The extract was dried over anhydrous magnesium sulfate and concentrated under reduced pressure. The residue was purified by silica gel column chromatography to give 2,5-dimethyl-3-thiophenecarbaldehyde (1.41 g). 2,5-Dimethyl-3-thiophenecarbaldehyde ... The reactants are O(C1=CC=C(C=C1)C(CSC#N)=O)C1=CC=C(C=C1)C(CSC#N)=O (oxybis(4,1-phenylene(2-oxo-2,1-ethanediyl)) thiocyanate), C1(=CC=CC=C1)OC1=CC=CC=C1 (diphenyl oxide), ClCC(=O)Cl (chloroacetyl chloride), [Cl-] (chloride). Solvent: C(=S)=S (carbon disulfide). Product: O(C1=CC=C(C=C1)C(CCl)=O)C1=CC=C(C=C1)C(CCl)=O (1,1'-(oxydi-4,1-phenylene)bis[2-chloroethanone]). RXN SMILES: [O:1]([C:14]1[CH:19]=[CH:18][C:17](C(=O)CSC#N)=[CH:16][CH:15]=1)[C:2]1[CH:7]=[CH:6][C:5]([C:8](=[O:13])[CH2:9]SC#N)=[CH:4][CH:3]=1.C1(OC2C=CC=CC=2)C=CC=CC=1.[Cl:39][CH2:40][C:41](Cl)=[O:42].[Cl-:44]>C(=S)=S>[O:1]([C:14]1[CH:19]=[CH:18][C:17]([C:41](=[O:42])[CH2:40][Cl:39])=[CH:16][CH:15]=1)[C:2]1[CH:7]=[CH:6][C:5]([C:8](=[O:13])[CH2:9][Cl:44])=[CH:4][CH:3]=1. Reported procedure: This invention concerns the compound oxybis(4,1-phenylene(2-oxo-2,1-ethanediyl)) thiocyanate, hereinafter referred to as "Compound", corresponding to the formula ##STR1## Compound is prepared by reacting diphenyl oxide with chloroacetyl chloride in the presence of alumnium chloride in carbon disulfide reaction medium, whereby 1,1'-(oxydi-4,1-phenylene)bis[2-chloroethanone] is formed. The latter is then reacted with alkali metal thiocyanate, advantageously potassium thiocyanate, in acetone as rea... Starting materials: ice, C(=O)([O-])C(O)C(O)C(=O)[O-] (tartrate), C(C)(C)(C)SC1=C(NC2=CC=C(C=C12)OC)CC(C(=O)OC)(C)C (Methyl 3-[3-(t-butylthio)-5-methoxy indol-2-yl]-2,2-dimethylpropanoate), [Al+3].[Cl-].[Cl-].[Cl-] (AlCl3), CCS (EtSH). Run in C(Cl)Cl (CH2Cl2). Run at time 3 hour. The product is OC=1C=C2C=C(NC2=CC1)CC(C(=O)OC)(C)C (Methyl 3-[5-hydroxyindol-2-yl]-2,2-dimethylpropanoate). Yield: 75.3%. As a reaction SMILES: C(S[C:6]1[C:14]2[C:9](=[CH:10][CH:11]=[C:12]([O:15]C)[CH:13]=2)[NH:8][C:7]=1[CH2:17][C:18]([CH3:24])([CH3:23])[C:19]([O:21][CH3:22])=[O:20])(C)(C)C.[Al+3].[Cl-].[Cl-].[Cl-].CCS.C(C(C(C([O-])=O)O)O)([O-])=O>C(Cl)Cl>[OH:15][C:12]1[CH:13]=[C:14]2[C:9](=[CH:10][CH:11]=1)[NH:8][C:7]([CH2:17][C:18]([CH3:24])([CH3:23])[C:19]([O:21][CH3:22])=[O:20])=[CH:6]2 |f:1.2.3.4|. Reported procedure: To a solution of the compound from step A (25.50 g, 73 mmol) in CH2Cl2 (250 ml) at 0° C. was added AlCl3 (87.70 g, 9 mol eq.) portion-wise. When the addition was complete, the ice-bath was removed and the mixture was stirred at RT for 3 hours. EtSH (27 ml, 5 mol eq.) was added and the resulting mixture was stirred for a further 5 hours. It was then slowly poured onto an ice-cold 1M solution of Na, K tartrate. The product was extracted into CH2Cl2 (×2) and the organic phase was washed with aq. Na...